Dataset: the Open Reaction Database (ORD), a public repository of structured organic reaction records. Task: describe an organic reaction: reactants, conditions, products, and yield RXN SMILES: [Br:21][CH2:22][c:23]1[cH:24][cH:25][cH:26][cH:27][cH:28]1.[C:15](=[O:16])([O-:17])[O-:18].[CH3:29][CH2:30][OH:31].[CH3:32][C:33]#[N:34].[ClH:1].[K+:19].[K+:20].[N+:2](=[O:3])([O-:4])[c:5]1[cH:6][cH:7][c:8]2[c:13]([cH:14]1)[CH2:12][NH:11][CH2:10][CH2:9]2>>[ClH:1].[N+:2](=[O:3])([O-:4])[c:5]1[cH:6][cH:7][c:8]2[c:13]([cH:14]1)[CH2:12][N:11]([CH2:22][c:23]1[cH:24][cH:25][cH:26][cH:27][cH:28]1)[CH2:10][CH2:9]2. Product: Cl, O=[N+]([O-])c1ccc2c(c1)CN(Cc1ccccc1)CC2. The reactants are BrCc1ccccc1, O=C([O-])[O-], CCO, CC#N, Cl, [K+], [K+], O=[N+]([O-])c1ccc2c(c1)CNCC2. Reactants: Cn1cc(C2CCC(N3CCN(c4cc(C(=O)O)cc5cccnc45)CC3)CC2)c2cc(C#N)ccc21, O=C([O-])C(=O)[O-], CO, CCO. The product is COC(=O)c1cc(N2CCN(C3CCC(c4cn(C)c5ccc(C#N)cc45)CC3)CC2)c2ncccc2c1. Reaction SMILES: [C:1](#[N:2])[c:3]1[cH:4][c:5]2[c:6]([CH:13]3[CH2:14][CH2:15][CH:16]([N:19]4[CH2:20][CH2:21][N:22]([c:25]5[cH:26][c:27]([C:35](=[O:36])[OH:37])[cH:28][c:29]6[cH:30][cH:31][cH:32][n:33][c:34]56)[CH2:23][CH2:24]4)[CH2:17][CH2:18]3)[cH:7][n:8]([CH3:12])[c:9]2[cH:10][cH:11]1.[C:38]([O-:39])(=[O:40])[C:41]([O-:42])=[O:43].[CH3:44][OH:45].[CH3:46][CH2:47][OH:48]>>[C:1](#[N:2])[c:3]1[cH:4][c:5]2[c:6]([CH:13]3[CH2:14][CH2:15][CH:16]([N:19]4[CH2:20][CH2:21][N:22]([c:25]5[cH:26][c:27]([C:35](=[O:36])[O:37][CH3:38])[cH:28][c:29]6[cH:30][cH:31][cH:32][n:33][c:34]56)[CH2:23][CH2:24]4)[CH2:17][CH2:18]3)[cH:7][n:8]([CH3:12])[c:9]2[cH:10][cH:11]1.